Task: describe an organic reaction: reactants, conditions, products, and yield. Dataset: the Open Reaction Database (ORD), a public repository of structured organic reaction records Reactants: CCO, CCOC(=O)c1ccc(NCCCOc2ccc(Cl)cc2)cc1, Cl, [K+], [OH-], O. Yields the product O=C(O)c1ccc(NCCCOc2ccc(Cl)cc2)cc1. As a reaction SMILES: [CH3:26][CH2:27][OH:28].[Cl:1][c:2]1[cH:3][cH:4][c:5]([O:6][CH2:7][CH2:8][CH2:9][NH:10][c:11]2[cH:12][cH:13][c:14]([C:15](=[O:16])[O:17][CH2:18][CH3:19])[cH:20][cH:21]2)[cH:22][cH:23]1.[ClH:29].[K+:25].[OH-:24].[OH2:30]>>[Cl:1][c:2]1[cH:3][cH:4][c:5]([O:6][CH2:7][CH2:8][CH2:9][NH:10][c:11]2[cH:12][cH:13][c:14]([C:15](=[O:16])[OH:17])[cH:20][cH:21]2)[cH:22][cH:23]1. Procedure: Another reference (German Offenlegungsschrift 27 30 371, pp. 18 and 19) describes that 6-chloro-(6H)-dibenz-oxaphosphorin at 130° C. is combined with a large amount of water, the hydrolysis is carded out, the water is distilled off under reduced pressure and the 6-oxo-dibenzoxaphosphorin is then obtained. The operation described is technically very problematical and can hardly be carried out on a large scale, since water vaporizes at 130° C. and cools the reaction mixture. It is therefore necess... Product: O=P1OC2=C(C3=C1C=CC=C3)C=CC=C2 (6-oxo-dibenzoxaphosphorin). RXN SMILES: Cl[P:2]1[C:7]2[CH:8]=[CH:9][CH:10]=[CH:11][C:6]=2[C:5]2[CH:12]=[CH:13][CH:14]=[CH:15][C:4]=2[O:3]1.[OH2:16]>>[O:16]=[PH:2]1[C:7]2[CH:8]=[CH:9][CH:10]=[CH:11][C:6]=2[C:5]2[CH:12]=[CH:13][CH:14]=[CH:15][C:4]=2[O:3]1. Reactants: ClP1OC2=C(C3=C1C=CC=C3)C=CC=C2 (6-chloro-(6H)-dibenz-oxaphosphorin), O (water). Product: N([C@H](CCC(N)=O)C(=O)NCC(=O)N([C@@H](CC1=CC=CC=C1)C(=O)NNC(=O)N)C)C(=O)OC(C)(C)C (BOC-(D)-Gln-Gly-MePhe-NHNHCONH2). Conditions: time 15 hour. Starting materials: N([C@H](CCC(N)=O)C(=O)O)C(=O)OC(C)(C)C (BOC-(D)-Gln-OH), C1C2C=CC1C3C2C(=O)N(C3=O)O (HONB), C1CCC(CC1)N=C=NC2CCCCC2 (DCC), N(CC(=O)N([C@@H](CC1=CC=CC=C1)C(=O)NNC(=O)N)C)C(=O)OCC1=CC=CC=C1 (Z-Gly-MePhe-NHNHCONH2). Reaction SMILES: [NH:1]([C:22]([O:24]CC1C=CC=CC=1)=O)[CH2:2][C:3]([N:5]([CH3:21])[C@H:6]([C:14]([NH:16][NH:17][C:18]([NH2:20])=[O:19])=[O:15])[CH2:7][C:8]1[CH:13]=[CH:12][CH:11]=[CH:10][CH:9]=1)=[O:4].[NH:32]([C:42]([O:44][C:45]([CH3:48])([CH3:47])[CH3:46])=[O:43])[C@@H:33](C(O)=O)[CH2:34][CH2:35][C:36](=[O:38])[NH2:37].C1C2C3C(=O)N(O)C(=O)C3C1C=C2.C1CCC(N=C=NC2CCCCC2)CC1>CO.CN(C=O)C>[NH:32]([C:42]([O:44][C:45]([CH3:48])([CH3:47])[CH3:46])=[O:43])[C@@H:33]([C:22]([NH:1][CH2:2][C:3]([N:5]([CH3:21])[C@H:6]([C:14]([NH:16][NH:17][C:18]([NH2:20])=[O:19])=[O:15])[CH2:7][C:8]1[CH:9]=[CH:10][CH:11]=[CH:12][CH:13]=1)=[O:4])=[O:24])[CH2:34][CH2:35][C:36](=[O:38])[NH2:37]. Procedure: 0.85 g of Z-Gly-MePhe-NHNHCONH2 is subjected to catalytic reduction in methanol, dissolved in 10 ml of DMF, and after ice-cooling, 0.50 g of BOC-(D)-Gln-OH, 0.40 g of HONB and 0.45 g of DCC are added. The mixture is stirred for 15 hours, the precipitated DCU filtered off and the solvent distilled off. The residue is dissolved in n-butanol, washed with a saturated aqueous solution of sodium hydrogen carbonate and water in that order and dried over anhydrous sodium sulfate. The solvent is distille... Solvent: CO (methanol), CN(C)C=O (DMF), CN(C)C=O (DMF).